This data is from the Open Reaction Database (ORD), a public repository of structured organic reaction records. The task is: describe an organic reaction: reactants, conditions, products, and yield Reactants: BrC1=CSC=C1C=O (3-bromo-4-formylthiophene), C(C)C1=CC=C(C=C1)B(O)O (4-ethylphenylboronic acid), C(=O)([O-])[O-].[Na+].[Na+] (Na2CO3). The reagents and catalysts are C=1C=CC(=CC1)[P](C=2C=CC=CC2)(C=3C=CC=CC3)[Pd]([P](C=4C=CC=CC4)(C=5C=CC=CC5)C=6C=CC=CC6)([P](C=7C=CC=CC7)(C=8C=CC=CC8)C=9C=CC=CC9)[P](C=1C=CC=CC1)(C=1C=CC=CC1)C=1C=CC=CC1 (Pd(PPh3)4). Run in C1(=CC=CC=C1)C (toluene), CCO (EtOH). Run at temperature 128 celsius, time 5 hour. The product is C(C)C1=CC=C(C=C1)C=1C(=CSC1)C=O (4-(4-ethylphenyl)thiophene-3-carbaldehyde). As a reaction SMILES: Br[C:2]1[C:6]([CH:7]=[O:8])=[CH:5][S:4][CH:3]=1.[CH2:9]([C:11]1[CH:16]=[CH:15][C:14](B(O)O)=[CH:13][CH:12]=1)[CH3:10].C([O-])([O-])=O.[Na+].[Na+]>C1(C)C=CC=CC=1.CCO.C1C=CC([P]([Pd]([P](C2C=CC=CC=2)(C2C=CC=CC=2)C2C=CC=CC=2)([P](C2C=CC=CC=2)(C2C=CC=CC=2)C2C=CC=CC=2)[P](C2C=CC=CC=2)(C2C=CC=CC=2)C2C=CC=CC=2)(C2C=CC=CC=2)C2C=CC=CC=2)=CC=1>[CH2:9]([C:11]1[CH:16]=[CH:15][C:14]([C:2]2[C:6]([CH:7]=[O:8])=[CH:5][S:4][CH:3]=2)=[CH:13][CH:12]=1)[CH3:10] |f:2.3.4,^1:39,41,60,79|. Procedure details: A mixture of 3-bromo-4-formylthiophene (0.62 g, 3.18 mmol) and 4-ethylphenylboronic acid (0.95 g, 6.36 mmol) in toluene (12 mL), EtOH (12 mL) and aqueous Na2CO3 solution (2 M, 3.18 mL, 6.36 mmol) in a seal tube was deoxygenated under reduced pressure and flushed with argon for 3 times, followed by addition of Pd(PPh3)4 (184 mg, 0.16 mmol) and deoxygenated again. The resulting solution was stirred at 128° C. in an oil bath for 5 hour. The reaction progress was monitored by TLC/LCMS (ethyl acetate... Starting materials: COC(CN)OC, COc1ccc(N=C=S)cc1, ClC(Cl)Cl. Product: COc1ccc(NC(=S)NCC(OC)OC)cc1. Reaction SMILES: [CH3:12][O:13][CH:14]([CH2:15][NH2:16])[O:17][CH3:18].[CH3:1][O:2][c:3]1[cH:4][cH:5][c:6]([N:9]=[C:10]=[S:11])[cH:7][cH:8]1.[Cl:19][CH:20]([Cl:21])[Cl:22]>>[CH3:1][O:2][c:3]1[cH:4][cH:5][c:6]([NH:9][C:10](=[S:11])[NH:16][CH2:15][CH:14]([O:13][CH3:12])[O:17][CH3:18])[cH:7][cH:8]1. Starting materials: Cl.Cl.CN(C[C@H]1CNCCC1)C (dimethyl-(R)-1-piperidin-3-ylmethyl-amine, dihydrochloride), FC(C1=C(C(=NO1)C1=CC=C(S1)C(=O)Cl)C)(F)F (5-(5-Trifluoromethyl-4-methyl-isoxazol-3-yl)-thiophene-2-carbonyl chloride), solid. The product is CN(C)C[C@H]1CN(CCC1)C(=O)C=1SC(=CC1)C1=NOC(=C1C)C(F)(F)F (((S)-3-Dimethylaminomethyl-piperidin-1-yl)-[5-(4-methyl-5-trifluoromethyl-isoxazol-3-yl)-thiophen-2-yl]-methanone). Reaction SMILES: Cl.Cl.[CH3:3][N:4]([CH3:12])[CH2:5][C@@H:6]1[CH2:11][CH2:10][CH2:9][NH:8][CH2:7]1.[F:13][C:14]([F:30])([F:29])[C:15]1[O:19][N:18]=[C:17]([C:20]2[S:24][C:23]([C:25](Cl)=[O:26])=[CH:22][CH:21]=2)[C:16]=1[CH3:28]>>[CH3:3][N:4]([CH2:5][C@@H:6]1[CH2:11][CH2:10][CH2:9][N:8]([C:25]([C:23]2[S:24][C:20]([C:17]3[C:16]([CH3:28])=[C:15]([C:14]([F:29])([F:30])[F:13])[O:19][N:18]=3)=[CH:21][CH:22]=2)=[O:26])[CH2:7]1)[CH3:12] |f:0.1.2|. Reported procedure: Prepared from dimethyl-(R)-1-piperidin-3-ylmethyl-amine, dihydrochloride (Preparative Example 28, 108 mg, 0.5 mmol) and 5-(5-Trifluoromethyl-4-methyl-isoxazol-3-yl)-thiophene-2-carbonyl chloride (74 mg, 0.25 mmol, as prepared in Example 2 Method B) as described for the R isomer (Example 70). Colorless solid (41 mg, 41%). LC/MS 5.28 min, [M+1]+ 402. The reactants are FC1=CC2=C(N=C(O2)C=2C(=NC=CN2)N)C=C1 (3-(6-fluoro-1,3-benzoxazol-2-yl)pyrazin-2-amine), BrN1C(CCC1=O)=O (1-bromopyrrolidine-2,5-dione). The product is BrC=1N=C(C(=NC1)N)C=1OC2=C(N1)C=CC(=C2)F (5-bromo-3-(6-fluoro-1,3-benzoxazol-2-yl)pyrazin-2-amine). Reaction SMILES: [F:1][C:2]1[CH:17]=[CH:16][C:5]2[N:6]=[C:7]([C:9]3[C:10]([NH2:15])=[N:11][CH:12]=[CH:13][N:14]=3)[O:8][C:4]=2[CH:3]=1.[Br:18]N1C(=O)CCC1=O>>[Br:18][C:13]1[N:14]=[C:9]([C:7]2[O:8][C:4]3[CH:3]=[C:2]([F:1])[CH:17]=[CH:16][C:5]=3[N:6]=2)[C:10]([NH2:15])=[N:11][CH:12]=1. Procedure: 3-(6-fluoro-1,3-benzoxazol-2-yl)pyrazin-2-amine (300 mg) was reacted with 1-bromopyrrolidine-2,5-dione using analogous procedures to those described in the starting material portion of Example 17 to give 5-bromo-3-(6-fluoro-1,3-benzoxazol-2-yl)pyrazin-2-amine (150 mg), which was reacted with tert-butyl 4-[4-(4,4,5,5-tetramethyl-1,3,2-dioxaborolan-2-yl)pyrazol-1-yl]piperidine-1-carboxylate (183 mg) to give tert-butyl 4-[4-[5-amino-6-(6-fluoro-1,3-benzoxazol-2-yl)pyrazin-2-yl]pyrazol-1-yl]piperidi... Reactants: CCOC(=O)C(Cc1ccc(OCCCOc2ccc(OCC(F)(F)C(F)F)cc2)cc1)OC, [Na+], [OH-]. Product: COC(Cc1ccc(OCCCOc2ccc(OCC(F)(F)C(F)F)cc2)cc1)C(=O)O. As a reaction SMILES: [CH2:1]([CH3:2])[O:3][C:4]([CH:5]([CH2:6][c:7]1[cH:8][cH:9][c:10]([O:13][CH2:14][CH2:15][CH2:16][O:17][c:18]2[cH:19][cH:20][c:21]([O:24][CH2:25][C:26]([CH:27]([F:28])[F:29])([F:30])[F:31])[cH:22][cH:23]2)[cH:11][cH:12]1)[O:32][CH3:33])=[O:34].[Na+:36].[OH-:35]>>[O:3]=[C:4]([CH:5]([CH2:6][c:7]1[cH:8][cH:9][c:10]([O:13][CH2:14][CH2:15][CH2:16][O:17][c:18]2[cH:19][cH:20][c:21]([O:24][CH2:25][C:26]([CH:27]([F:28])[F:29])([F:30])[F:31])[cH:22][cH:23]2)[cH:11][cH:12]1)[O:32][CH3:33])[OH:34]. The reactants are C(C1=CC=CC=C1)OC1=CC(N(C=C1)CCC1=CC2=C(CCNCC2)C=C1)=O (4-benzyloxy-1-[2-(2,3,4,5-tetrahydro-1H-3-benzazepin-7-yl)-ethyl]-1H-pyridin-2-one), C=O (formaldehyde), C(C)(=O)O[BH-](OC(C)=O)OC(C)=O.[Na+] (sodium triacetoxy-borohydride), C(C)(=O)O (acetic acid). Run in C1CCOC1 (THF), C(=O)(O)[O-].[Na+] (NaHCO3). Conditions: time 3 hour. The product is C(C1=CC=CC=C1)OC1=CC(N(C=C1)CCC1=CC2=C(CCN(CC2)C)C=C1)=O (4-Benzyloxy-1-[2-(3-methyl-2,3,4,5-tetrahydro-1H-3-benzazepin-7-yl)-ethyl]-1H-pyridin-2-one). RXN SMILES: [CH2:1]([O:8][C:9]1[CH:14]=[CH:13][N:12]([CH2:15][CH2:16][C:17]2[CH:27]=[CH:26][C:20]3[CH2:21][CH2:22][NH:23][CH2:24][CH2:25][C:19]=3[CH:18]=2)[C:11](=[O:28])[CH:10]=1)[C:2]1[CH:7]=[CH:6][CH:5]=[CH:4][CH:3]=1.C=O.[C:31](O)(=O)C.C(O[BH-](OC(=O)C)OC(=O)C)(=O)C.[Na+]>C1COCC1.C([O-])(O)=O.[Na+]>[CH2:1]([O:8][C:9]1[CH:14]=[CH:13][N:12]([CH2:15][CH2:16][C:17]2[CH:27]=[CH:26][C:20]3[CH2:21][CH2:22][N:23]([CH3:31])[CH2:24][CH2:25][C:19]=3[CH:18]=2)[C:11](=[O:28])[CH:10]=1)[C:2]1[CH:3]=[CH:4][CH:5]=[CH:6][CH:7]=1 |f:3.4,6.7|. Procedure: To 100 mg (0.27 mmol) 4-benzyloxy-1-[2-(2,3,4,5-tetrahydro-1H-3-benzazepin-7-yl)-ethyl]-1H-pyridin-2-one (preparation 23.2) in 5.0 mL THF is added 43 μL (0.53 mmol) aqueous 37% formaldehyde solution. The mixture is acidified with acetic acid and then 62 mg (0.29 mmol) sodium triacetoxy-borohydride is added. The reaction mixture is stirred 3 h at RT and is diluted with aqueous saturated NaHCO3-solution. The mixture is stirred additional 1 h at RT, the layers are separated and the aqueous phase is...